From a dataset of the Open Reaction Database (ORD), a public repository of structured organic reaction records. describe an organic reaction: reactants, conditions, products, and yield The reactants are Cl (HCl), C(C1=CC=CC=C1)N1C(N(C(C1)CC1=CC=C(C=C1)[N+](=O)[O-])C)=O (1-Benzyl-3-methyl-4-(4-nitrobenzyl)imidazolin-2-one). The reagents and catalysts are [Pd] (Pd/C). The solvent is C(C)O.O (ethanol water). Conditions: time 24 hour. The product is Cl.NC1=CC=C(CC2N(C(N(C2)CC2=CC=CC=C2)=O)C)C=C1 (4-(4-Aminobenzyl)-1-benzyl-3-methylimidazolidin-2-one hydrochloride). RXN SMILES: [CH2:1]([N:8]1[CH2:12][CH:11]([CH2:13][C:14]2[CH:19]=[CH:18][C:17]([N+:20]([O-])=O)=[CH:16][CH:15]=2)[N:10]([CH3:23])[C:9]1=[O:24])[C:2]1[CH:7]=[CH:6][CH:5]=[CH:4][CH:3]=1.[ClH:25]>C(O)C.O.[Pd]>[ClH:25].[NH2:20][C:17]1[CH:16]=[CH:15][C:14]([CH2:13][CH:11]2[CH2:12][N:8]([CH2:1][C:2]3[CH:7]=[CH:6][CH:5]=[CH:4][CH:3]=3)[C:9](=[O:24])[N:10]2[CH3:23])=[CH:19][CH:18]=1 |f:2.3,5.6|. Procedure: A mixture of the product from step (a) (2.2 g), 10% Pd/C (400 mg) and 2N aqu. HCl (4.3 ml) in ethanol/water (27.8 ml, 3:5 v/v) was hydrogenated at room temperature and atmospheric pressure for 24 hours (uptake ca 200 ml). The mixture was filtered through celite, the residue washed with hot water and the filtrate evaporated in vacuo to give the desired product as a white solid (2.1 g).